From a dataset of the Open Reaction Database (ORD), a public repository of structured organic reaction records. describe an organic reaction: reactants, conditions, products, and yield Starting materials: CCOC(=O)P(=O)(Oc1ccccc1)Oc1ccccc1, [Na+], O, O=C([O-])O. The product is CCOC(=O)P(=O)([O-])Oc1ccccc1, [Na+]. RXN SMILES: [CH2:1]([CH3:2])[O:3][C:4](=[O:5])[P:6]([O:7][c:8]1[cH:9][cH:10][cH:11][cH:12][cH:13]1)([O:14][c:15]1[cH:16][cH:17][cH:18][cH:19][cH:20]1)=[O:21].[Na+:22].[OH2:27].[OH:23][C:24](=[O:25])[O-:26]>>[CH2:1]([CH3:2])[O:3][C:4](=[O:5])[P:6]([O:7][c:8]1[cH:9][cH:10][cH:11][cH:12][cH:13]1)(=[O:14])[O-:21].[Na+:22]. Reactants: C(C1=CC=CC=C1)[C@H]1[C@@H](C(N1[Si](C)(C)C(C)(C)C)=O)C (4(S)-benzyl-1-(tert-butyldimethyl-silyl)-3(S)-methylazetidin-2-one), [F-].[Cs+] (cesium fluoride). Run in CO (MeOH). The product is C(C1=CC=CC=C1)[C@H]1[C@@H](C(N1)=O)C (4(S)-benzyl-3(S)-methylazetidin-2-one). Isolated yield 71.0%. Reaction SMILES: [CH2:1]([C@@H:8]1[N:11]([Si](C(C)(C)C)(C)C)[C:10](=[O:19])[C@H:9]1[CH3:20])[C:2]1[CH:7]=[CH:6][CH:5]=[CH:4][CH:3]=1.[F-].[Cs+]>CO>[CH2:1]([C@@H:8]1[NH:11][C:10](=[O:19])[C@H:9]1[CH3:20])[C:2]1[CH:7]=[CH:6][CH:5]=[CH:4][CH:3]=1 |f:1.2|. Procedure: To a solution of 4(S)-benzyl-1-(tert-butyldimethyl-silyl)-3(S)-methylazetidin-2-one (557 mg, 1.92 mmol) in MeOH (25 mL) at 0° was added cesium fluoride (439 mg, 2.89 mmol). After 1 h MeOH was evaporated under reduced pressure and the residue was dissolved in EtOAc. The organic phase was washed with H2O and brine, dried (MgSO4), filtered and concentrated. The residue was purified by flash chromatography (SiO2, 50% EtOAc in hexane) to give 4(S)-benzyl-3(S)-methylazetidin-2-one (239 mg, 71% yield) ...